Dataset: the Open Reaction Database (ORD), a public repository of structured organic reaction records. Task: describe an organic reaction: reactants, conditions, products, and yield The reactants are ClC=1C=C(NC2=NC=NC3=CC(=CC(=C23)OC[C@@H]2C[C@@H](CN2)O)OC)C=CC1F ((3S,5S)-5-[({4-[3-chloro-4-fluoroanilino]-7-methoxyquinazolin-5-yl}oxy)methyl]pyrrolidin-3-ol), CN(CC(=O)O)C (N,N-dimethylglycine). Product: ClC=1C=C(NC2=NC=NC3=CC(=CC(=C23)OC[C@@H]2C[C@@H](CN2C(CN(C)C)=O)O)OC)C=CC1F ((3S,5S)-5-[({4-[3-Chloro-4-fluoroanilino]-7-methoxyquinazolin-5-yl}oxy)methyl]-1-(N,N-dimethylglycyl)pyrrolidin-3-ol). Yield: 83.0%. As a reaction SMILES: [Cl:1][C:2]1[CH:3]=[C:4]([CH:26]=[CH:27][C:28]=1[F:29])[NH:5][C:6]1[C:15]2[C:10](=[CH:11][C:12]([O:24][CH3:25])=[CH:13][C:14]=2[O:16][CH2:17][C@H:18]2[NH:22][CH2:21][C@@H:20]([OH:23])[CH2:19]2)[N:9]=[CH:8][N:7]=1.[CH3:30][N:31]([CH3:36])[CH2:32][C:33](O)=[O:34]>>[Cl:1][C:2]1[CH:3]=[C:4]([CH:26]=[CH:27][C:28]=1[F:29])[NH:5][C:6]1[C:15]2[C:10](=[CH:11][C:12]([O:24][CH3:25])=[CH:13][C:14]=2[O:16][CH2:17][C@H:18]2[N:22]([C:33](=[O:34])[CH2:32][N:31]([CH3:36])[CH3:30])[CH2:21][C@@H:20]([OH:23])[CH2:19]2)[N:9]=[CH:8][N:7]=1. Reported procedure: The procedure described in Example 30 was repeated using (3S,5S)-5-[({4-[3-chloro-4-fluoroanilino]-7-methoxyquinazolin-5-yl}oxy)methyl]pyrrolidin-3-ol (157 mg) with N,N-dimethylglycine (43 mg) to give the title compound as a white solid in 83% yield; NMR spectrum (DMSO-d6) 10.03 (s, 1H), 8.46 (s, 1H), 8.19 (dd, 1H), 7.76-7.71 (m, 1H), 7.43 (t, 1H), 6.83 (d, 1H), 6.75 (d, 1H), 5.27-5.26 (m, 1H), 4.72-4.67 (m, 1H), 4.61-4.56 (m, 1H), 4.41-4.40 (m, 1H), 4.34-4.29 (m, 1H), 3.93 (s, 3H), 3.78 (dd, 1H... As a reaction SMILES: [CH3:42][CH2:43][O:44][C:45]([CH3:46])=[O:47].[CH3:51][N:52]([c:53]1[cH:54][cH:55][n:56][cH:57][cH:58]1)[CH3:59].[CH:33]([N:34]([CH:35]([CH3:36])[CH3:37])[CH2:38][CH3:39])([CH3:40])[CH3:41].[Cl:12][c:13]1[cH:14][cH:15][c:16]([O:17][c:18]2[cH:19][c:20]([CH2:21][N:22]3[CH2:23][CH2:24][NH:25][CH2:26][CH2:27]3)[cH:28][cH:29][cH:30]2)[cH:31][cH:32]1.[Cl:48][CH2:49][Cl:50].[ClH:11].[n:1]1[cH:2][cH:3][n:4]2[c:5]1[cH:6][cH:7][cH:8][c:9]2[NH2:10]>>[n:1]1[cH:2][cH:3][n:4]2[c:5]1[cH:6][cH:7][cH:8][c:9]2[NH:10][C:43]([N:25]1[CH2:24][CH2:23][N:22]([CH2:21][c:20]2[cH:19][c:18]([O:17][c:16]3[cH:15][cH:14][c:13]([Cl:12])[cH:32][cH:31]3)[cH:30][cH:29][cH:28]2)[CH2:27][CH2:26]1)=[O:44]. The reactants are CCOC(C)=O, CN(C)c1ccncc1, CCN(C(C)C)C(C)C, Clc1ccc(Oc2cccc(CN3CCNCC3)c2)cc1, ClCCl, Cl, Nc1cccc2nccn12. Product: O=C(Nc1cccc2nccn12)N1CCN(Cc2cccc(Oc3ccc(Cl)cc3)c2)CC1. The reactants are C(C)OC1(OCCC1)OCC (2,2-diethoxytetrahydrofuran), C(CCCO)O (1,4-butane diol), polyphosphoric acid. The product is O1CCCC12OCOCCC2 (1,6,8-trioxa-spiro(4,6)undecane). Reaction SMILES: C(O[C:4]1([O:9][CH2:10]C)[CH2:8][CH2:7][CH2:6][O:5]1)C.C(O)[CH2:13][CH2:14][CH2:15][OH:16]>>[O:5]1[C:4]2([CH2:13][CH2:14][CH2:15][O:16][CH2:10][O:9]2)[CH2:8][CH2:7][CH2:6]1. Reported procedure: 50 grams of 2,2-diethoxytetrahydrofuran and 28.1 grams of 1,4-butane diol previously mixed with 0.05 grams of polyphosphoric acid, were reacted for 3.25 hours over an increasing temperature span of 70° to 130° C., and under atmospheric pressure according to Example 45. Then the reactants were heated under reduced pressure of 120 mm to 2.4 mm Hg for 4 hours at 110° to 125° C. to yield 1,6,8-trioxa-spiro(4,6)undecane. The spiro compound was polymerized in a sealed tube at 125° C. in the presence o... Starting materials: CCC(Br)C(=O)OC(C)(C)C, CC#N, [H-], [Na+], CCOC(=O)C1CCNC(=O)CC1. The product is CCOC(=O)C1CCC(=O)N(C(CC)C(=O)OC(C)(C)C)CC1. RXN SMILES: [Br:14][CH:15]([C:16](=[O:17])[O:18][C:19]([CH3:20])([CH3:21])[CH3:22])[CH2:23][CH3:24].[CH3:27][C:28]#[N:29].[H-:25].[Na+:26].[O:1]=[C:2]1[CH2:3][CH2:4][CH:5]([C:9](=[O:10])[O:11][CH2:12][CH3:13])[CH2:6][CH2:7][NH:8]1>>[O:1]=[C:2]1[CH2:3][CH2:4][CH:5]([C:9](=[O:10])[O:11][CH2:12][CH3:13])[CH2:6][CH2:7][N:8]1[CH:15]([C:16](=[O:17])[O:18][C:19]([CH3:20])([CH3:21])[CH3:22])[CH2:23][CH3:24]. Starting materials: C(C)OC(C)(OCC=C(C)C)OCC (1,1-diethoxy-1-(3-methyl-2-buten-1-yloxy)ethane), C1(=CC=CC=C1)O (phenol), C(C)O (ethanol). The product is CC(CC(=O)OCC)(C=C)C (ethyl 3,3-dimethyl-4-pentenoate). The yield is 72.0%. RXN SMILES: C(OC(OCC)(O[CH2:7][CH:8]=[C:9]([CH3:11])[CH3:10])C)C.[C:15]1([OH:21])C=CC=C[CH:16]=1.[CH2:22]([OH:24])[CH3:23]>>[CH3:10][C:9]([CH3:11])([CH:8]=[CH2:7])[CH2:23][C:22]([O:21][CH2:15][CH3:16])=[O:24]. Procedure details: A mixture of 2.02 g of 1,1-diethoxy-1-(3-methyl-2-buten-1-yloxy)ethane and 20 mg of phenol was heated for 12 hours at 150°-160°, during which time ethanol was evolved. Distillation of the residue gave 1.12 g (72% yield) of ethyl 3,3-dimethyl-4-pentenoate, b.p. 80°-83°/57 mm. Starting materials: CCOP(OCC)OCC, COc1ccc(-c2nc3ccc(CBr)cc3o2)cc1. The product is CCOP(=O)(Cc1ccc2nc(-c3ccc(OC)cc3)oc2c1)OCC. As a reaction SMILES: [CH2:20]([CH3:21])[O:22][P:23]([O:24][CH2:25][CH3:26])[O:27][CH2:28][CH3:29].[CH3:1][O:2][c:3]1[cH:4][cH:5][c:6](-[c:9]2[o:10][c:11]3[c:12]([n:13]2)[cH:14][cH:15][c:16]([CH2:18][Br:19])[cH:17]3)[cH:7][cH:8]1>>[CH3:1][O:2][c:3]1[cH:4][cH:5][c:6](-[c:9]2[o:10][c:11]3[c:12]([n:13]2)[cH:14][cH:15][c:16]([CH2:18][P:23]([O:22][CH2:20][CH3:21])([O:24][CH2:25][CH3:26])=[O:27])[cH:17]3)[cH:7][cH:8]1. Starting materials: OB(O)c1ccccc1 (effective_coupling_partner), CCN(CC)C(=O)Oc2ccc(c1ccccc1)cc2 (substrate). The reagents and catalysts are PCy3. Reaction conditions: temperature 180 celsius, time 10 minute. Yields the product c3ccc(c2ccc(c1ccccc1)cc2)cc3. Reactants: CC1(C)CC(=O)Nc2ccc(-c3cc(F)cc(C#N)c3)cc21, S=P12SP3(=S)SP(=S)(S1)SP(=S)(S2)S3, c1ccncc1. Product: CC1(C)CC(=S)Nc2ccc(-c3cc(F)cc(C#N)c3)cc21. As a reaction SMILES: [CH3:1][C:2]1([CH3:22])[CH2:3][C:4](=[O:21])[NH:5][c:6]2[cH:7][cH:8][c:9](-[c:12]3[cH:13][c:14]([C:15]#[N:16])[cH:17][c:18]([F:20])[cH:19]3)[cH:10][c:11]21.[P:23]12(=[S:24])[S:25][P:26]3(=[S:36])[S:27][P:28](=[S:34])([S:29][P:30](=[S:33])([S:31]3)[S:32]1)[S:35]2.[cH:37]1[cH:38][cH:39][n:40][cH:41][cH:42]1>>[CH3:1][C:2]1([CH3:22])[CH2:3][C:4](=[S:24])[NH:5][c:6]2[cH:7][cH:8][c:9](-[c:12]3[cH:13][c:14]([C:15]#[N:16])[cH:17][c:18]([F:20])[cH:19]3)[cH:10][c:11]21.